Dataset: the Open Reaction Database (ORD), a public repository of structured organic reaction records. Task: describe an organic reaction: reactants, conditions, products, and yield Reactants: O=[N+]([O-])CBr, C[NH2+]C, COc1ccc(C=O)cc1, [Cl-], [F-], [K+], O, Cc1ccccc1C. The product is COc1ccc(C=C(Cl)[N+](=O)[O-])cc1. RXN SMILES: [Br:11][CH2:12][N+:13](=[O:14])[O-:15].[CH3:17][NH2+:18][CH3:19].[CH3:1][O:2][c:3]1[cH:4][cH:5][c:6]([CH:7]=[O:8])[cH:9][cH:10]1.[Cl-:16].[F-:20].[K+:21].[OH2:30].[c:22]1([CH3:23])[c:24]([CH3:25])[cH:26][cH:27][cH:28][cH:29]1>>[CH3:1][O:2][c:3]1[cH:4][cH:5][c:6]([CH:7]=[C:12]([N+:13](=[O:14])[O-:15])[Cl:16])[cH:9][cH:10]1.